Dataset: the Open Reaction Database (ORD), a public repository of structured organic reaction records. Task: describe an organic reaction: reactants, conditions, products, and yield Reactants: COc1cccc2c1CC1CC2CN(Cc2ccccc2)C1, CO, O=C[O-], Cl, [NH4+], [OH-], [OH-], [Pd+2]. Yields the product Cl, COc1cccc2c1CC1CNCC2C1. Reaction SMILES: [CH2:2]([c:3]1[cH:4][cH:5][cH:6][cH:7][cH:8]1)[N:9]1[CH2:10][CH:11]2[CH2:12][c:13]3[c:14]([O:22][CH3:23])[cH:15][cH:16][cH:17][c:18]3[CH:19]([CH2:20]1)[CH2:21]2.[CH3:28][OH:29].[CH:24]([O-:25])=[O:26].[ClH:1].[NH4+:27].[OH-:30].[OH-:32].[Pd+2:31]>>[ClH:1].[NH:9]1[CH2:10][CH:11]2[CH2:12][c:13]3[c:14]([O:22][CH3:23])[cH:15][cH:16][cH:17][c:18]3[CH:19]([CH2:20]1)[CH2:21]2. Starting materials: CC#N, FC(F)(F)c1cnc(Cl)nc1Cl, [K+], CNC(=O)c1ccccc1N, [OH-]. The product is CNC(=O)c1ccccc1Nc1nc(Cl)ncc1C(F)(F)F. Reaction SMILES: [CH3:26][C:27]#[N:28].[Cl:1][c:2]1[n:3][cH:4][c:5]([C:9]([F:10])([F:11])[F:12])[c:6]([Cl:8])[n:7]1.[K+:25].[NH2:13][c:14]1[c:15]([C:16](=[O:17])[NH:18][CH3:19])[cH:20][cH:21][cH:22][cH:23]1.[OH-:24]>>[Cl:1][c:2]1[n:3][cH:4][c:5]([C:9]([F:10])([F:11])[F:12])[c:6]([NH:13][c:14]2[c:15]([C:16](=[O:17])[NH:18][CH3:19])[cH:20][cH:21][cH:22][cH:23]2)[n:7]1. Starting materials: C, CO, Cl, CNC(=O)c1ccc2cc(C3(O)CCn4cncc43)ccc2c1, [Pd]. Yields the product CNC(=O)c1ccc2cc(C3CCn4cncc43)ccc2c1. As a reaction SMILES: [C:27].[CH3:25][OH:26].[ClH:24].[OH:1][C:2]1([c:10]2[cH:11][c:12]3[cH:13][cH:14][c:15]([C:20](=[O:21])[NH:22][CH3:23])[cH:16][c:17]3[cH:18][cH:19]2)[CH2:3][CH2:4][n:5]2[cH:6][n:7][cH:8][c:9]21.[Pd:28]>>[CH:2]1([c:10]2[cH:11][c:12]3[cH:13][cH:14][c:15]([C:20](=[O:21])[NH:22][CH3:23])[cH:16][c:17]3[cH:18][cH:19]2)[CH2:3][CH2:4][n:5]2[cH:6][n:7][cH:8][c:9]21. Starting materials: COC(C1=CC(=C(C=C1)NC)N)=O (3-amino-4-methylamino-benzoic acid methyl ester), NC=1SC2=C(N1)C=CC(=C2)OC(F)(F)F (2-amino-6-(trifluoromethoxy)benzothiazole), C(=S)(N1C=NC=C1)N1C=NC=C1 (1,1′-thiocarbonyl-diimidazole). Run in C(CCl)Cl (EDC). Yields the product COC(=O)C1=CC2=C(N(C(=N2)NC=2SC3=C(N2)C=CC(=C3)OC(F)(F)F)C)C=C1 (1-Methyl-2-(6-trifluoromethoxy-benzothiazol-2-ylamino)-1H-benzoimidazole-5-carboxylic acid methyl ester). The yield is 50.3%. Reaction SMILES: [CH3:1][O:2][C:3](=[O:13])[C:4]1[CH:9]=[CH:8][C:7]([NH:10][CH3:11])=[C:6]([NH2:12])[CH:5]=1.[NH2:14][C:15]1[S:16][C:17]2[CH:23]=[C:22]([O:24][C:25]([F:28])([F:27])[F:26])[CH:21]=[CH:20][C:18]=2[N:19]=1.[C:29](N1C=CN=C1)(N1C=CN=C1)=S>C(Cl)CCl>[CH3:1][O:2][C:3]([C:4]1[CH:9]=[CH:8][C:7]2[N:10]([CH3:29])[C:11]([NH:14][C:15]3[S:16][C:17]4[CH:23]=[C:22]([O:24][C:25]([F:28])([F:26])[F:27])[CH:21]=[CH:20][C:18]=4[N:19]=3)=[N:12][C:6]=2[CH:5]=1)=[O:13]. Procedure: 1-Methyl-2-(6-trifluoromethoxy-benzothiazol-2-ylamino)-1H-benzoimidazole-5-carboxylic acid methyl ester (1.47 g) was prepared by following General Procedure D starting from 3-amino-4-methylamino-benzoic acid methyl ester (1.5 g), 2-amino-6-(trifluoromethoxy)benzothiazole (1.62 g), 1,1′-thiocarbonyl-diimidazole (1.48 g), and EDC (1.99 g). LC/MS: m/z 423.8. 1H NMR (DMSO-d6, 400 MHz): δ 8.20 (s, 1H), 7.92 (s, 1H), 7.85 (bs, 1H), 7.78-7.63 (m, 1H), 7.51 (d, 1H), 7.35 (d, 2H), 3.86 (s, 3H), 3.63 (bs,... Reactants: C=O, CCO, COc1ccccc1N, O=C1CSC(=O)N1. The product is COc1ccccc1NCN1C(=O)CSC1=O. As a reaction SMILES: [CH2:17]=[O:18].[CH3:19][CH2:20][OH:21].[CH3:8][O:9][c:10]1[c:11]([NH2:16])[cH:12][cH:13][cH:14][cH:15]1.[S:1]1[C:2](=[O:7])[NH:3][C:4](=[O:6])[CH2:5]1>>[S:1]1[C:2](=[O:7])[N:3]([CH2:17][NH:16][c:11]2[c:10]([O:9][CH3:8])[cH:15][cH:14][cH:13][cH:12]2)[C:4](=[O:6])[CH2:5]1. The reactants are ClC1=C(C=C(C(=C1)F)[N+](=O)[O-])CC(=O)O (2-(2-chloro-4-fluoro-5-nitrophenyl)acetic acid), S(=O)(=O)(Cl)Cl (sulfuryl dichloride), CCO (EtOH). Product: ClC1=C(C=C(C(=C1)F)[N+](=O)[O-])CC(=O)OCC (ethyl 2-(2-chloro-4-fluoro-5-nitrophenyl)acetate). Isolated yield 98.0%. RXN SMILES: [Cl:1][C:2]1[CH:7]=[C:6]([F:8])[C:5]([N+:9]([O-:11])=[O:10])=[CH:4][C:3]=1[CH2:12][C:13]([OH:15])=[O:14].S(Cl)(Cl)(=O)=O.[CH3:21][CH2:22]O>>[Cl:1][C:2]1[CH:7]=[C:6]([F:8])[C:5]([N+:9]([O-:11])=[O:10])=[CH:4][C:3]=1[CH2:12][C:13]([O:15][CH2:21][CH3:22])=[O:14]. Procedure details: A 0° C. solution of 2-(2-chloro-4-fluoro-5-nitrophenyl)acetic acid (20.5 g, 88 mmol) in EtOH (150 mL) was treated with sulfuryl dichloride (21 g, 0.17 mol), then heated to reflux for 1 h. The reaction mixture was concentrated under reduced pressure and treated with satd. Na2CO3 to pH 7-8. The resultant mixture was extracted with EtOAc (3×) and the combined organic layers were washed with brine, dried (MgSO4) and concentrated to give ethyl 2-(2-chloro-4-fluoro-5-nitrophenyl)acetate (22.5 g, 98% y... The reactants are O[Li].O (LiOH—H2O), C(C)(C)(C)C=1C=CC=C2C=CC(=NC12)\C=N\NC1=NC=C(C(=O)OC)C=C1 ((E)-methyl 6-(2-((8-tert-butylquinolin-2-yl)methylene)hydrazinyl)nicotinate), C1CCOC1.O (THF H2O), C(C)(=O)O.C(C)(=O)O.IC1=CC=CC=C1 (iodobenzene diacetate). Solvent: C(Cl)Cl (DCM). Run at time 4 hour. Product: C(C)(C)(C)C=1C=CC=C2C=CC(=NC12)C1=NN=C2N1C=C(C=C2)C(=O)O (3-(8-tert-butylquinolin-2-yl)-[1,2,4]triazolo[4,3-a]pyridine-6-carboxylic acid). The yield is 91.1%. Reaction SMILES: [C:1]([C:5]1[CH:6]=[CH:7][CH:8]=[C:9]2[C:14]=1[N:13]=[C:12](/[CH:15]=[N:16]/[NH:17][C:18]1[CH:27]=[CH:26][C:21]([C:22]([O:24]C)=[O:23])=[CH:20][N:19]=1)[CH:11]=[CH:10]2)([CH3:4])([CH3:3])[CH3:2].C(O)(=O)C.C(O)(=O)C.IC1C=CC=CC=1.C1COCC1.O.O[Li].O>C(Cl)Cl>[C:1]([C:5]1[CH:6]=[CH:7][CH:8]=[C:9]2[C:14]=1[N:13]=[C:12]([C:15]1[N:19]3[CH:20]=[C:21]([C:22]([OH:24])=[O:23])[CH:26]=[CH:27][C:18]3=[N:17][N:16]=1)[CH:11]=[CH:10]2)([CH3:4])([CH3:3])[CH3:2] |f:1.2.3,4.5,6.7|. Reported procedure: To a suspension of (E)-methyl 6-(2-((8-tert-butylquinolin-2-yl)methylene)hydrazinyl)nicotinate (1.78 g, 4.91 mmol) in DCM (40 mL) was added iodobenzene diacetate (1.90 g, 5.89 mmol). The reaction mixture was stirred at ambient temperature for 4 hours. The solvent was removed, and the resulting residue was suspended in 1:1 hexane/ether (50 mL) and stirred at ambient temperature for 10 minutes. The solid that formed was collected by filtration. The solid was then suspended in 1:1 THF/H2O (50 mL) a... Starting materials: [H-].[Na+] (sodium hydride), O (Water), OC1CCN(CC1)C(=O)OC(C)(C)C (Tert-butyl 4-hydroxytetrahydro-1(2H)-pyridinecarboxylate), CN(C)C=O (DMF), BrC1=CC(=NC=C1)F (4-bromo-2-fluoropyridine). Run in C(C)(=O)OCC (ethyl acetate). Run at temperature 0 celsius. Product: BrC=1C=CC(=NC1)OC1CCN(CC1)C(=O)OC(C)(C)C (tert-butyl 4-[(5-bromopyridin-2-yl)oxy]piperidine-1-carboxylate). Reaction SMILES: [OH:1][CH:2]1[CH2:7][CH2:6][N:5]([C:8]([O:10][C:11]([CH3:14])([CH3:13])[CH3:12])=[O:9])[CH2:4][CH2:3]1.[H-].[Na+].[Br:17][C:18]1C=CN=[C:20](F)[CH:19]=1.O.[CH3:26][N:27]([CH:29]=O)C>C(OCC)(=O)C>[Br:17][C:18]1[CH:19]=[CH:20][C:26]([O:1][CH:2]2[CH2:3][CH2:4][N:5]([C:8]([O:10][C:11]([CH3:14])([CH3:13])[CH3:12])=[O:9])[CH2:6][CH2:7]2)=[N:27][CH:29]=1 |f:1.2|. Reported procedure: Tert-butyl 4-hydroxytetrahydro-1(2H)-pyridinecarboxylate (10.0 g, 50.0 mmol) was dissolved in DMF (150 mL), and with stirring at 0° C., sodium hydride (purity 60%, 1.43 g) was added thereto. After stirred for 10 minutes, 4-bromo-2-fluoropyridine (8.75 g, 50.0 mmol) was added thereto and further stirred at room temperature for 20 hours. Water was added to the reaction solution and stirred for 10 minutes, and then the reaction solution was diluted with ethyl acetate, washed with water and saturate...